From a dataset of the Open Reaction Database (ORD), a public repository of structured organic reaction records. describe an organic reaction: reactants, conditions, products, and yield Reactants: ClC=1C(=C(C=CC1F)NC1=NC=NC2=CC(=C(C=C12)O[C@@H]1C[C@H](NCC1)C(=O)N)OC)F ((2S,4S)-4-(4-(3-chloro-2,4-difluorophenylamino)-7-methoxyquinazolin-6-yloxy)piperidin-2-carboxamide), ClC=1C(=C(C=CC1F)NC1=NC=NC2=CC(=C(C=C12)O[C@@H]1CNCC1)OC)F (N-(3-chloro-2,4-difluorophenyl)-7-methoxy-6-((3S)-pyrrolidin-3-yloxy)quinazolin-4-amine). Product: C(C=C)(=O)N1[C@@H](C[C@H](CC1)OC=1C=C2C(=NC=NC2=CC1OC)NC1=C(C(=C(C=C1)F)Cl)F)C(=O)N ((2S,4S)-1-acryloyl-4-(4-(3-chloro-2,4-difluorophenylamino)-7-methoxyquinazolin-6-yloxy)piperidin-2-carboxamide). The yield is 69.0%. Reaction SMILES: [Cl:1][C:2]1[C:3]([F:32])=[C:4]([NH:9][C:10]2[C:19]3[C:14](=[CH:15][C:16]([O:30][CH3:31])=[C:17]([O:20][C@H:21]4[CH2:26][CH2:25][NH:24][C@H:23]([C:27]([NH2:29])=[O:28])[CH2:22]4)[CH:18]=3)[N:13]=[CH:12][N:11]=2)[CH:5]=[CH:6][C:7]=1[F:8].ClC1C(F)=C(NC2C3C(=[CH:47][C:48](OC)=[C:49]([O:52][C@H]4CCNC4)C=3)N=CN=2)C=CC=1F>>[C:49]([N:24]1[CH2:25][CH2:26][C@H:21]([O:20][C:17]2[CH:18]=[C:19]3[C:14](=[CH:15][C:16]=2[O:30][CH3:31])[N:13]=[CH:12][N:11]=[C:10]3[NH:9][C:4]2[CH:5]=[CH:6][C:7]([F:8])=[C:2]([Cl:1])[C:3]=2[F:32])[CH2:22][C@H:23]1[C:27]([NH2:29])=[O:28])(=[O:52])[CH:48]=[CH2:47]. Procedure details: The procedure of step (1-7) was repeated except for using the compound obtained in step 4) instead of N-(3-chloro-2,4-difluorophenyl)-7-methoxy-6-((3S)-pyrrolidin-3-yloxy)quinazolin-4-amine to obtain the title compound (10 mg, 69%). Starting materials: C1(=CC=CC=C1)C=1ON=C2C1C=C(C=C2)CC#N (3-phenyl-2,1-benzisoxazole-5-acetonitrile), C(C)O (ethanol), [OH-].[Na+] (sodium hydroxide), O (water). Conditions: time 0.5 hour. Product: C1(=CC=CC=C1)C=1ON=C2C1C=C(C=C2)CC(=O)O (3-Phenyl-2,1-benzisoxazole-5-acetic acid). The yield is 54.0%. Reaction SMILES: [C:1]1([C:7]2[O:8][N:9]=[C:10]3[CH:15]=[CH:14][C:13]([CH2:16][C:17]#N)=[CH:12][C:11]=23)[CH:6]=[CH:5][CH:4]=[CH:3][CH:2]=1.C(O)C.[OH-:22].[Na+].[OH2:24]>>[C:1]1([C:7]2[O:8][N:9]=[C:10]3[CH:15]=[CH:14][C:13]([CH2:16][C:17]([OH:24])=[O:22])=[CH:12][C:11]=23)[CH:6]=[CH:5][CH:4]=[CH:3][CH:2]=1 |f:2.3|. Procedure details: A solution of 5.0 g (0.021 mole) of 3-phenyl-2,1-benzisoxazole-5-acetonitrile, 100 ml of ethanol, and 10 ml of 20% sodium hydroxide was heated at reflux under a nitrogen atmosphere for 20 hr. The solution was poured into 800 ml of water, let stand for 0.5 hr and filtered. The filtrate was treated with charcoal, filtered, and the filtrate made acidic with concentrated hydrochloric acid. The mixture was allowed to stand at ambient temperature overnight and then filtered. The filter cake was washed... The reactants are CC(C)(C)OC(=O)N1CCCC(C(=O)O)C1, ClCCl, O=C(O)C(F)(F)F. Yields the product O=C(O)C1CCCNC1. As a reaction SMILES: [C:1]([O:2][C:3](=[O:4])[N:8]1[CH2:9][CH:10]([C:14](=[O:15])[OH:16])[CH2:11][CH2:12][CH2:13]1)([CH3:5])([CH3:6])[CH3:7].[Cl:24][CH2:25][Cl:26].[F:17][C:18]([F:19])([F:20])[C:21]([OH:22])=[O:23]>>[NH:8]1[CH2:9][CH:10]([C:14](=[O:15])[OH:16])[CH2:11][CH2:12][CH2:13]1. Starting materials: CC(=O)[O-], CC(=O)CC(C)=O, CCO, Nc1cccc(OC(F)(F)F)c1, [K+], O=N[O-], [Na+], O, O=[N+]([O-])O, O=P(O)(O)O. The product is CC(=O)C(=NNc1cccc(OC(F)(F)F)c1)C(C)=O. As a reaction SMILES: [CH3:27][C:28](=[O:29])[O-:30].[CH3:31][C:32](=[O:33])[CH2:34][C:35]([CH3:36])=[O:37].[CH3:39][CH2:40][OH:41].[F:1][C:2]([O:3][c:4]1[cH:5][c:6]([NH2:7])[cH:8][cH:9][cH:10]1)([F:11])[F:12].[K+:26].[N:22]([O-:23])=[O:24].[Na+:25].[OH2:38].[OH:18][N+:19](=[O:20])[O-:21].[P:13](=[O:14])([OH:15])([OH:16])[OH:17]>>[F:1][C:2]([O:3][c:4]1[cH:5][c:6]([NH:7][N:22]=[C:34]([C:32]([CH3:31])=[O:33])[C:35]([CH3:36])=[O:37])[cH:8][cH:9][cH:10]1)([F:11])[F:12]. Starting materials: N1C=CC2=CC=C3C(=C12)CCS3 (7,8-Dihydrothieno[2,3-g]indole), dihydrothienoindole-2-carboxylic acids, CCCCCCC (heptane), C1(=CC=CC=C1)OC1=CC=CC=C1 (phenyl ether), CCCCCCC (heptane). The solvent is CCCCCCC.ClCCl (heptane dichloromethane). The product is 5,6-dihydrothieno[2,3-e]indole, N1C=CC2=CC=C3C(=C12)CCS3 (7,8-dihydrothieno[2,3-g]indole), S1C=CC=2C=C3CCNC3=CC21 (5,6-dihydrothieno[3,2-f]indole). Yield: 41.0%. Reaction SMILES: [NH:1]1[C:9]2[C:4](=[CH:5][CH:6]=[C:7]3[S:12][CH2:11][CH2:10][C:8]3=2)[CH:3]=[CH:2]1.CCCCCCC.C1(OC2C=CC=CC=2)C=CC=CC=1>CCCCCCC.ClCCl>[NH:1]1[C:9]2[C:4](=[CH:5][CH:6]=[C:7]3[S:12][CH2:11][CH2:10][C:8]3=2)[CH:3]=[CH:2]1.[S:1]1[C:5]2[CH:6]=[C:7]3[C:8]([CH2:10][CH2:11][NH:12]3)=[CH:9][C:4]=2[CH:3]=[CH:2]1 |f:3.4|. Procedure: 7,8-Dihydrothieno[2,3-g]indole, 5,6-dihydrothieno[3,2-f] and 5,6-dihydrothieno[2,3-e]indole were prepared according to the method described in Example 3, using the above mixture of dihydrothienoindole-2-carboxylic acids (1.64 g, 7.48 mmol), with the following modification. After the mixture had been passed down the heptane-packed column and the phenyl ether flushed-off with heptane, the eluant was increased to heptane-dichloromethane (1:1→1:3) to afford a purple solid. The solid was recrystallis... The reactants are C(C)(C)(C)OC(NCCOCC)=O (tert-butyl(2-ethoxyethyl)carbamate), O (Water), [H-].[Na+] (sodium hydride), CI (methyl iodide). Solvent: O1CCCC1 (tetrahydrofuran), O1CCCC1 (tetrahydrofuran). Run at time 30 minute. The product is C(C)(C)(C)OC(N(C)CCOCC)=O (tert-Butyl(2-ethoxyethyl)methylcarbamate). Reaction SMILES: [H-].[Na+].[C:3]([O:7][C:8](=[O:15])[NH:9][CH2:10][CH2:11][O:12][CH2:13][CH3:14])([CH3:6])([CH3:5])[CH3:4].[CH3:16]I.O>O1CCCC1>[C:3]([O:7][C:8](=[O:15])[N:9]([CH2:10][CH2:11][O:12][CH2:13][CH3:14])[CH3:16])([CH3:6])([CH3:5])[CH3:4] |f:0.1|. Procedure details: To a solution of 2-ethoxyethylamine (502 mg) in water (4 ml) was added 1,4-dioxane (10 ml), and an aqueous solution of 1N sodium hydroxide (6 ml) and di-tert-butyl dicarbonate (1.4 g) were sequentially added thereto on an ice bath. The solution was stirred overnight while warming to room temperature. Water was added thereto, the solution was extracted with diethyl ether, then washed with brine, dried over anhydrous magnesium sulfate, then the solvent was evaporated in vacuo to provide tert-butyl... Reactants: ClC1=CC2=C(O[C@H]3[C@@H]2CCCC3)C(=C1)C(=O)OC (methyl 2-chloro-cis-5a,6,7,8, 9,9a-hexahydrodibenzofuran-4-carboxylate). The solvent is [OH-].[Na+] (sodium hydroxide), O1CCOCC1 (dioxane), O (water). Reaction conditions: temperature 60 celsius, time 5 hour. The product is ClC1=CC2=C(O[C@H]3[C@@H]2CCCC3)C(=C1)C(=O)O (2-chloro-cis-5a,6,7,8,9,9a-hexahydrodibenzofuran-4-carboxylic acid). Reaction SMILES: [Cl:1][C:2]1[CH:14]=[C:13]([C:15]([O:17]C)=[O:16])[C:5]2[O:6][C@@H:7]3[CH2:12][CH2:11][CH2:10][CH2:9][C@@H:8]3[C:4]=2[CH:3]=1>[OH-].[Na+].O1CCOCC1.O>[Cl:1][C:2]1[CH:14]=[C:13]([C:15]([OH:17])=[O:16])[C:5]2[O:6][C@@H:7]3[CH2:12][CH2:11][CH2:10][CH2:9][C@@H:8]3[C:4]=2[CH:3]=1 |f:1.2|. Procedure details: A mixture of 2 g methyl 2-chloro-cis-5a,6,7,8, 9,9a-hexahydrodibenzofuran-4-carboxylate in 30 ml 1N sodium hydroxide and 5 ml dioxane is stirred at 60° C. for 5 hours. This is then diluted with water, filtered, acidified with acetic acid, extracted with ethyl acetate, dried over magnesium sulfate and evaporated to dryness to obtain an oily product which crystallizes on standing. This is recrystallyzed to obtain 2-chloro-cis-5a,6,7,8,9,9a-hexahydrodibenzofuran-4-carboxylic acid. (M.P. 132°-4° C.) The reactants are [BH4-].[Na+] (sodium borohydride), Cl (hydrochloric acid), O1CCOC=2C=NC(=CC21)C=O (2,3-dihydro-(1,4)dioxino(2,3-c)pyridin-7-carbaldehyde), NC1CCN(CC1)CC1=CC=CC=C1 (4-amino-1-benzylpiperidine). The solvent is [OH-].[Na+].CO (sodium hydroxide methanol), CO (methanol). Conditions: time 2 hour. The product is Cl.Cl.Cl.C(C1=CC=CC=C1)N1CCC(CC1)NCC1=CC2=C(C=N1)OCCO2 (1-benzyl-N-(2,3-dihydro-(1,4)dioxino(2,3-c)pyridin-7-ylmethyl)piperidin-4-amine trihydrochloride). As a reaction SMILES: [O:1]1[C:10]2[CH:9]=[C:8]([CH:11]=O)[N:7]=[CH:6][C:5]=2[O:4][CH2:3][CH2:2]1.[NH2:13][CH:14]1[CH2:19][CH2:18][N:17]([CH2:20][C:21]2[CH:26]=[CH:25][CH:24]=[CH:23][CH:22]=2)[CH2:16][CH2:15]1.[BH4-].[Na+].[ClH:29]>CO.[OH-].[Na+].CO>[ClH:29].[ClH:29].[ClH:29].[CH2:20]([N:17]1[CH2:18][CH2:19][CH:14]([NH:13][CH2:11][C:8]2[N:7]=[CH:6][C:5]3[O:4][CH2:3][CH2:2][O:1][C:10]=3[CH:9]=2)[CH2:15][CH2:16]1)[C:21]1[CH:22]=[CH:23][CH:24]=[CH:25][CH:26]=1 |f:2.3,6.7.8,9.10.11.12|. Procedure details: A solution of 3.0 g of 2,3-dihydro-(1,4)dioxino(2,3-c)pyridin-7-carbaldehyde and 3.4 g of 4-amino-1-benzylpiperidine in 30 mL of methanol was stirred for 50 minutes at room temperature, and a solution of 0.34 g of sodium borohydride in 30 mL of 0.01 mol/L sodium hydroxide/methanol was added dropwise thereto under ice cooling. The mixture was further stirred for 2 hours under ice cooling, 6 mL of concentrated hydrochloric acid was added dropwise thereto at 10° C. or lower and stirred for 1 hour 3...